This data is from the Open Reaction Database (ORD), a public repository of structured organic reaction records. The task is: describe an organic reaction: reactants, conditions, products, and yield Reactants: S(=O)=O (sulfur dioxide), N(=O)[O-].[Na+] (sodium nitrite), ice, Cl.O (hydrochloric acid water), NC1=C(C=CC(=C1)C#N)[C@H]1NC(N(C(=C1C#N)C)C1=CC(=CC=C1)C(F)(F)F)=O ((4R)-4-(2-amino-4-cyanophenyl)-6-methyl-2-oxo-1-[3-(trifluoromethyl)phenyl]-1,2,3,4-tetrahydropyrimidine-5-carbonitrile). Reagents/catalysts: [Cu]Cl (copper(I) chloride). Solvent: C(C)(=O)O (acetic acid), O (water), C(C)(=O)O (acetic acid). Reaction conditions: temperature -10 celsius, time 15 minute. The product is C(#N)C=1C=CC(=C(C1)S(=O)(=O)Cl)[C@H]1NC(N(C(=C1C#N)C)C1=CC(=CC=C1)C(F)(F)F)=O (5-Cyano-2-{(4S)-5-cyano-6-methyl-2-oxo-1-[3-(trifluoromethyl)phenyl]-1,2,3,4-tetrahydropyrimidin-4-yl}benzenesulfonyl chloride). RXN SMILES: N[C:2]1[CH:7]=[C:6]([C:8]#[N:9])[CH:5]=[CH:4][C:3]=1[C@@H:10]1[C:15]([C:16]#[N:17])=[C:14]([CH3:18])[N:13]([C:19]2[CH:24]=[CH:23][CH:22]=[C:21]([C:25]([F:28])([F:27])[F:26])[CH:20]=2)[C:12](=[O:29])[NH:11]1.[ClH:30].O.N([O-])=O.[Na+].[S:36](=[O:38])=[O:37]>O.C(O)(=O)C.[Cu]Cl>[C:8]([C:6]1[CH:5]=[CH:4][C:3]([C@@H:10]2[C:15]([C:16]#[N:17])=[C:14]([CH3:18])[N:13]([C:19]3[CH:24]=[CH:23][CH:22]=[C:21]([C:25]([F:27])([F:28])[F:26])[CH:20]=3)[C:12](=[O:29])[NH:11]2)=[C:2]([S:36]([Cl:30])(=[O:38])=[O:37])[CH:7]=1)#[N:9] |f:1.2,3.4|. Reported procedure: Under argon, (4R)-4-(2-amino-4-cyanophenyl)-6-methyl-2-oxo-1-[3-(trifluoromethyl)phenyl]-1,2,3,4-tetrahydropyrimidine-5-carbonitrile (3.0 g, 7.55 mmol) was initially charged in a 2:1:1 mixture of acetic acid/conc. hydrochloric acid/water (50 ml in total) at −10° C. A solution of sodium nitrite (547 mg, 7.93 mmol) in water (6 ml) was added, and the mixture was stirred at −10° C. for 15 min. This solution was then added to a suspension, pre-cooled to −10° C. and saturated with sulfur dioxide, of c...